Dataset: the Open Reaction Database (ORD), a public repository of structured organic reaction records. Task: describe an organic reaction: reactants, conditions, products, and yield Starting materials: ClCCCBr, O=C([O-])[O-], Cn1ccc2c1C(=O)CCNS2(=O)=O, CC(C)=O, [K+], [K+]. Product: Cn1ccc2c1C(=O)CCN(CCCCl)S2(=O)=O. RXN SMILES: [Br:15][CH2:16][CH2:17][CH2:18][Cl:19].[C:20](=[O:21])([O-:22])[O-:23].[CH3:1][n:2]1[cH:3][cH:4][c:5]2[c:6]1[C:7](=[O:14])[CH2:8][CH2:9][NH:10][S:11]2(=[O:12])=[O:13].[CH3:26][C:27](=[O:28])[CH3:29].[K+:24].[K+:25]>>[CH3:1][n:2]1[cH:3][cH:4][c:5]2[c:6]1[C:7](=[O:14])[CH2:8][CH2:9][N:10]([CH2:16][CH2:17][CH2:18][Cl:19])[S:11]2(=[O:12])=[O:13]. The reactants are ClC1=NC2=CC=CC=C2C(=N1)N(C)C=1C=NC(=CC1)OC ((2-chloro-quinazolin-4-yl)-(6-methoxy-pyridin-3-yl)-methyl-amine), C(O)CN (ethanolamine). Yields the product OCCNC1=NC2=CC=CC=C2C(=N1)N(C)C=1C=NC(=CC1)OC (N2-(2-Hydroxyethyl)-N4-(6-methoxypyridin-3-yl)-N4-methyl-quinazoline-2,4-diamine), solid. The yield is 66.0%. RXN SMILES: Cl[C:2]1[N:11]=[C:10]([N:12]([C:14]2[CH:15]=[N:16][C:17]([O:20][CH3:21])=[CH:18][CH:19]=2)[CH3:13])[C:9]2[C:4](=[CH:5][CH:6]=[CH:7][CH:8]=2)[N:3]=1.[CH2:22]([CH2:24][NH2:25])[OH:23]>>[OH:23][CH2:22][CH2:24][NH:25][C:2]1[N:11]=[C:10]([N:12]([C:14]2[CH:15]=[N:16][C:17]([O:20][CH3:21])=[CH:18][CH:19]=2)[CH3:13])[C:9]2[C:4](=[CH:5][CH:6]=[CH:7][CH:8]=2)[N:3]=1. Procedure details: The title compound was prepared from (2-chloro-quinazolin-4-yl)-(6-methoxy-pyridin-3-yl)-methyl-amine (12 mg, 0.040 mmol) and ethanolamine (28 μl) by a procedure similar to example 10 and was isolated as off white solid (8 mg, 66%). 1H NMR (CDCl3): 8.03 (brd, J=3.0 Hz, 1H), 7.47-7.35 (m, 3H), 6.91 (brd, J=8.7 Hz, 1H), 6.78-6.73 (m, 2H), 5.56 (brs, 1H), 3.94 (s, 3H), 3.93-3.90 (m, 2H), 3.70-3.56 (m, 2H), 3.48 (s, 3H). The reactants are ClC=1C=CC=2CN(CCOC2N1)C(=O)OC(C)(C)C (tert-butyl 8-chloro-2,3-dihydropyrido[3,2-f][1,4]oxazepine-4(5H)-carboxylate), CC([C@H](C)O)C ((2S)-3-methylbutan-2-ol), [H-].[Na+] (sodium hydride), O (water). Reagents/catalysts: C=1C=CC(=CC1)/C=C/C(=O)/C=C/C2=CC=CC=C2.C=1C=CC(=CC1)/C=C/C(=O)/C=C/C2=CC=CC=C2.C=1C=CC(=CC1)/C=C/C(=O)/C=C/C2=CC=CC=C2.[Pd].[Pd] (Pd2(dba)3), C=1C=CC(=CC1)P(C=2C=CC=CC2)C3=CC=C4C=CC=CC4=C3C5=C6C=CC=CC6=CC=C5P(C=7C=CC=CC7)C=8C=CC=CC8 (BINAP). Run in C1(=CC=CC=C1)C (toluene), C1(=CC=CC=C1)C (toluene). Run at temperature 70 celsius, time 15 minute. Yields the product C[C@@H](C(C)C)OC=1C=CC=2CN(CCOC2N1)C(=O)OC(C)(C)C (tert-butyl 8-{[(1S)-1,2-dimethylpropyl]oxy}-2,3-dihydropyrido[3,2-f][1,4]oxazepine-4(5H)-carboxylate). Yield: 67.0%. Reaction SMILES: [CH3:1][CH:2]([CH3:6])[C@@H:3]([OH:5])[CH3:4].[H-].[Na+].Cl[C:10]1[CH:11]=[CH:12][C:13]2[CH2:14][N:15]([C:21]([O:23][C:24]([CH3:27])([CH3:26])[CH3:25])=[O:22])[CH2:16][CH2:17][O:18][C:19]=2[N:20]=1.O>C1(C)C=CC=CC=1.C1C=CC(/C=C/C(/C=C/C2C=CC=CC=2)=O)=CC=1.C1C=CC(/C=C/C(/C=C/C2C=CC=CC=2)=O)=CC=1.C1C=CC(/C=C/C(/C=C/C2C=CC=CC=2)=O)=CC=1.[Pd].[Pd].C1C=CC(P(C2C(C3C(P(C4C=CC=CC=4)C4C=CC=CC=4)=CC=C4C=3C=CC=C4)=C3C(C=CC=C3)=CC=2)C2C=CC=CC=2)=CC=1>[CH3:4][C@H:3]([O:5][C:10]1[CH:11]=[CH:12][C:13]2[CH2:14][N:15]([C:21]([O:23][C:24]([CH3:27])([CH3:26])[CH3:25])=[O:22])[CH2:16][CH2:17][O:18][C:19]=2[N:20]=1)[CH:2]([CH3:6])[CH3:1] |f:1.2,6.7.8.9.10|. Procedure: To a solution of (2S)-3-methylbutan-2-ol (0.38 mL) in toluene (8 mL) was added sodium hydride (0.28 g), and the resulting mixture was stirred at 70° C. for 15 min under a nitrogen atmosphere. A mixture of tert-butyl 8-chloro-2,3-dihydropyrido[3,2-f][1,4]oxazepine-4(5H)-carboxylate (1.0 g), BINAP (0.066 g), Pd2(dba)3 (0.048 g) and toluene (8 mL) was added, and the resulting mixture was stirred at 100° C. for 2 hr under an argon atmosphere. The reaction solution was poured into water, and the resu... Yields the product CCCCCCCCCCCCCCCCCCOc1cc(O)cc(C(=O)N(CC(=O)O)CC(=O)O)c1. Starting materials: CCCCCCCCCCCCCCCCCCOc1cc(OCc2ccccc2)cc(C(=O)N(CC(=O)O)CC(=O)O)c1, C1CCOC1, [H][H]. As a reaction SMILES: [C:1](=[O:2])([OH:3])[CH2:4][N:5]([CH2:6][C:7](=[O:8])[OH:9])[C:10]([c:11]1[cH:12][c:13]([O:25][CH2:26][CH2:27][CH2:28][CH2:29][CH2:30][CH2:31][CH2:32][CH2:33][CH2:34][CH2:35][CH2:36][CH2:37][CH2:38][CH2:39][CH2:40][CH2:41][CH2:42][CH3:43])[cH:14][c:15]([O:17][CH2:18][c:19]2[cH:20][cH:21][cH:22][cH:23][cH:24]2)[cH:16]1)=[O:44].[CH2:47]1[O:48][CH2:49][CH2:50][CH2:51]1.[H:45][H:46]>>[C:1](=[O:2])([OH:3])[CH2:4][N:5]([CH2:6][C:7](=[O:8])[OH:9])[C:10]([c:11]1[cH:12][c:13]([O:25][CH2:26][CH2:27][CH2:28][CH2:29][CH2:30][CH2:31][CH2:32][CH2:33][CH2:34][CH2:35][CH2:36][CH2:37][CH2:38][CH2:39][CH2:40][CH2:41][CH2:42][CH3:43])[cH:14][c:15]([OH:17])[cH:16]1)=[O:44]. Starting materials: ClC=1C=C(C=CC1OC=1C=NC=C(C1)Cl)NC=1C2=C(N=CN1)C=CN2CCNC(OC(C)(C)C)=O (tert-Butyl {2-[4-({3-chloro-4-[(5-chloropyridin-3-yl)oxy]phenyl}amino)-5H-pyrrolo[3,2-d]pyrimidin-5-yl]ethyl}carbamate). Solvent: O1CCCC1 (tetrahydrofuran), Cl (hydrochloric acid). Conditions: temperature 60 celsius, time 16 hour. The product is Cl.Cl.Cl.NCCN1C=CC=2N=CN=C(C21)NC2=CC(=C(C=C2)OC=2C=NC=C(C2)Cl)Cl (5-(2-aminoethyl)-N-{3-chloro-4-[(5-chloropyridin-3-yl)oxy]phenyl}-5H-pyrrolo[3,2-d]pyrimidin-4-amine trihydrochloride). Isolated yield 372.2%. Reaction SMILES: [Cl:1][C:2]1[CH:3]=[C:4]([NH:16][C:17]2[C:18]3[N:25]([CH2:26][CH2:27][NH:28]C(=O)OC(C)(C)C)[CH:24]=[CH:23][C:19]=3[N:20]=[CH:21][N:22]=2)[CH:5]=[CH:6][C:7]=1[O:8][C:9]1[CH:10]=[N:11][CH:12]=[C:13]([Cl:15])[CH:14]=1>O1CCCC1.Cl>[ClH:1].[ClH:1].[ClH:1].[NH2:28][CH2:27][CH2:26][N:25]1[C:18]2[C:17]([NH:16][C:4]3[CH:5]=[CH:6][C:7]([O:8][C:9]4[CH:10]=[N:11][CH:12]=[C:13]([Cl:15])[CH:14]=4)=[C:2]([Cl:1])[CH:3]=3)=[N:22][CH:21]=[N:20][C:19]=2[CH:23]=[CH:24]1 |f:3.4.5.6|. Reported procedure: tert-Butyl {2-[4-({3-chloro-4-[(5-chloropyridin-3-yl)oxy]phenyl}amino)-5H-pyrrolo[3,2-d]pyrimidin-5-yl]ethyl}carbamate (700 mg) was dissolved in tetrahydrofuran (19.5 mL)/2N hydrochloric acid (9.75 mL), and the mixture was stirred at 60° C. for 16 hrs. The reaction mixture was concentrated under reduced pressure, ethanol (50 mL) was added to the residue and the mixture was concentrated again under reduced pressure. Ethyl acetate was added to the residue and the solid was collected by filtration ... Yields the product C(C=C)N1CCN(CC1)C1=NC=C(C=N1)N (2-(4-Allylpiperazin-1-yl)pyrimidine-5-amine). Solvent: CO (methanol). Reaction SMILES: O.O.[Sn](Cl)Cl.[CH2:6]([N:9]1[CH2:14][CH2:13][N:12]([C:15]2[N:20]=[CH:19][C:18]([N+:21]([O-])=O)=[CH:17][N:16]=2)[CH2:11][CH2:10]1)[CH:7]=[CH2:8]>CO>[CH2:6]([N:9]1[CH2:10][CH2:11][N:12]([C:15]2[N:20]=[CH:19][C:18]([NH2:21])=[CH:17][N:16]=2)[CH2:13][CH2:14]1)[CH:7]=[CH2:8] |f:0.1.2|. Procedure details: 3.84 g (17.0 mmol) of tin(II) chloride dihydrate were added to a solution of 530 mg (2.13 mmol) of 2-(4-allylpiperazin-1-yl)-5-nitropyrimidine from Example 16.1 in 20 ml of methanol and, after that, the reaction mixture was heated at reflux for 1 hour. After the solvent had been evaporated to dryness, the residue was treated with saturated aqueous sodium chloride solution and then made alkaline using dilute aqueous sodium hydroxide solution. After that, the aqueous reaction mixture was extracted... Starting materials: O.O.[Sn](Cl)Cl (tin(II) chloride dihydrate), C(C=C)N1CCN(CC1)C1=NC=C(C=N1)[N+](=O)[O-] (2-(4-allylpiperazin-1-yl)-5-nitropyrimidine). Starting materials: C(CC)(=O)C=1C(CC(CC1O)C=1COCCC1)=O (2-propionyl-5-(5,6-dihydro-2H-pyran-3-yl)-3-hydroxy-2-cyclohexen-1-one), ClC1=CC(=CC=C1)C(=O)OO (m-chloroperbenzoic acid). Run in ClCCl (dichloromethane). Product: C(CC)(=O)C=1C(CC(CC1O)C12COCCC1O2)=O (2-propionyl-5-(3,4-epoxy-tetrahydropyran-3-yl)-3-hydroxy-2-cyclohexen-1-one). As a reaction SMILES: [C:1]([C:5]1[C:6](=[O:18])[CH2:7][CH:8]([C:12]2[CH2:13][O:14][CH2:15][CH2:16][CH:17]=2)[CH2:9][C:10]=1[OH:11])(=[O:4])[CH2:2][CH3:3].ClC1C=CC=C(C(OO)=[O:27])C=1>ClCCl>[C:1]([C:5]1[C:10](=[O:11])[CH2:9][CH:8]([C:12]23[O:27][CH:17]2[CH2:16][CH2:15][O:14][CH2:13]3)[CH2:7][C:6]=1[OH:18])(=[O:4])[CH2:2][CH3:3]. Reported procedure: 14.8 parts by weight of 2-propionyl-5-(5,6-dihydro-2H-pyran-3-yl)-3-hydroxy-2-cyclohexen-1-one are dissolved in 100 parts by volume of dichloromethane, and m-chloroperbenzoic acid is added at room temperature, and the reaction is monitored by means of thin layer chromatography. After the reaction has ended, the precipitated m-chlorobenzoic acid is filtered off, the filtrate is washed twice with semiconcentrated sodium bicarbonate solution and water and dried over sodium sulfate, and the solvent ...